From a dataset of the Open Reaction Database (ORD), a public repository of structured organic reaction records. describe an organic reaction: reactants, conditions, products, and yield The reactants are [Al+3], Brc1ccccc1, CCOC(C)=O, [Cl-], [Cl-], [Cl-], O=C1OC(=O)c2cc(Cl)ccc21, Cl, O. Product: O=C(O)c1ccc(Cl)cc1C(=O)c1ccc(Br)cc1. Reaction SMILES: [Al+3:21].[Br:13][c:14]1[cH:15][cH:16][cH:17][cH:18][cH:19]1.[CH3:25][CH2:26][O:27][C:28](=[O:29])[CH3:30].[Cl-:20].[Cl-:22].[Cl-:23].[Cl:1][c:2]1[cH:3][c:4]2[c:5]([cH:11][cH:12]1)[C:6](=[O:7])[O:8][C:9]2=[O:10].[ClH:24].[OH2:31]>>[Cl:1][c:2]1[cH:3][c:4]([C:9](=[O:10])[c:17]2[cH:16][cH:15][c:14]([Br:13])[cH:19][cH:18]2)[c:5]([C:6](=[O:7])[OH:8])[cH:11][cH:12]1.